From a dataset of the Open Reaction Database (ORD), a public repository of structured organic reaction records. describe an organic reaction: reactants, conditions, products, and yield Reactants: CCOC(=O)N1CCN(c2nn(-c3ccccc3)c3ccccc23)CC1, CCO, [K+], [OH-], O. The product is c1ccc(-n2nc(N3CCNCC3)c3ccccc32)cc1. As a reaction SMILES: [CH2:1]([O:2][C:3](=[O:4])[N:6]1[CH2:7][CH2:8][N:9]([c:12]2[n:13][n:14](-[c:21]3[cH:22][cH:23][cH:24][cH:25][cH:26]3)[c:15]3[cH:16][cH:17][cH:18][cH:19][c:20]23)[CH2:10][CH2:11]1)[CH3:5].[CH3:29][CH2:30][OH:31].[K+:28].[OH-:27].[OH2:32]>>[NH:6]1[CH2:7][CH2:8][N:9]([c:12]2[n:13][n:14](-[c:21]3[cH:22][cH:23][cH:24][cH:25][cH:26]3)[c:15]3[cH:16][cH:17][cH:18][cH:19][c:20]23)[CH2:10][CH2:11]1.